Dataset: the Open Reaction Database (ORD), a public repository of structured organic reaction records. Task: describe an organic reaction: reactants, conditions, products, and yield The reactants are C1(=CC=CC=C1)C=1OC2=C(C1)C=CC=C2 (2-phenylbenzofuran), C(C)(=O)OC1=C(C=C(C#N)C=C1)OC (4-acetoxy-3-methoxybenzonitrile), FC(C(=O)O)(F)F (trifluoroacetic acid). Reaction conditions: time 2 hour. Product: COC=1C=C(C(=O)C2=C(OC3=C2C=CC=C3)C3=CC=CC=C3)C=CC1O (3-(3-methoxy-4-hydroxybenzoyl)-2-phenylbenzofuran). As a reaction SMILES: [C:1]1([C:7]2[O:8][C:9]3[CH:15]=[CH:14][CH:13]=[CH:12][C:10]=3[CH:11]=2)[CH:6]=[CH:5][CH:4]=[CH:3][CH:2]=1.C([O:19][C:20]1[CH:27]=[CH:26][C:23]([C:24]#N)=[CH:22][C:21]=1[O:28][CH3:29])(=O)C.FC(F)(F)C(O)=[O:33]>>[CH3:29][O:28][C:21]1[CH:22]=[C:23]([CH:26]=[CH:27][C:20]=1[OH:19])[C:24]([C:11]1[C:10]2[CH:12]=[CH:13][CH:14]=[CH:15][C:9]=2[O:8][C:7]=1[C:1]1[CH:6]=[CH:5][CH:4]=[CH:3][CH:2]=1)=[O:33]. Reported procedure: A mixture of 19.4 g. (0.1 mol.) of 2-phenylbenzofuran and 19.1 g. (0.1 mol.) of 4-acetoxy-3-methoxybenzonitrile in 20 ml. of trifluoroacetic acid is refluxed for 3 hours. The reaction mixture is cooled, diluted with 200 ml. of water and the resulting aqueous solution is extracted with ether. The extracts are concentrated to dryness and the residue is dissolved in 100 ml. of ethanol and heated with 20 ml. of 10% aqueous sodium carbonate for 2 hours. The mixture is concentrated, the residue extrac...